Dataset: the Open Reaction Database (ORD), a public repository of structured organic reaction records. Task: describe an organic reaction: reactants, conditions, products, and yield The reactants are [BH4-].[Na+] (Sodium borohydride), COC=1C=C(C(=O)C2=CC=C(C=C2)OC)C=C(C1OC)OC (3,4,4',5-Tetramethoxybenzophenone), resultant mixture. The solvent is C(C)O (ethanol). Yields the product COC1=CC=C(C=C1)C(O)C1=CC(=C(C(=C1)OC)OC)OC (4-Methoxyphenyl-(3,4,5-trimethoxyphenyl)methanol). Isolated yield 94.3%. As a reaction SMILES: [BH4-].[Na+].[CH3:3][O:4][C:5]1[CH:6]=[C:7]([CH:18]=[C:19]([O:23][CH3:24])[C:20]=1[O:21][CH3:22])[C:8]([C:10]1[CH:15]=[CH:14][C:13]([O:16][CH3:17])=[CH:12][CH:11]=1)=[O:9]>C(O)C>[CH3:17][O:16][C:13]1[CH:12]=[CH:11][C:10]([CH:8]([C:7]2[CH:18]=[C:19]([O:23][CH3:24])[C:20]([O:21][CH3:22])=[C:5]([O:4][CH3:3])[CH:6]=2)[OH:9])=[CH:15][CH:14]=1 |f:0.1|. Procedure details: Sodium borohydride (76 mg, 2 mmol) was added in small portions to a well-stirred solution of 3,4,4',5-tetramethoxybenzophenone (27) (302 mg, 1 mmol) in ethanol (15 mL) at 0° C. in 15 min and the resultant mixture was stirred for 3 h at room temperature. The reaction was quenched by careful addition of glacial acetic acid (1 mL), and the solvents were removed at reduced pressure. The residue was poured into water, and the product was extracted with ether (2×50 mL). The combined ether extracts wer... Starting materials: [N+](=O)([O-])C1=C(OCC(=O)OC)C=C(C(=C1)[N+](=O)[O-])F (methyl 2,4-dinitro-5-fluorophenoxyacetate). The reagents and catalysts are [Fe] (iron). Run in CCOC(=O)C (EtOAc), C(C)(=O)O (acetic acid), C(C)(=O)O (acetic acid). Run at time 18 hour. The product is NC=1C(=CC2=C(NC(CO2)=O)C1)F (6-amino-7-fluoro-2H-1,4-benzoxazin-3(4H)-one). Yield: 58.7%. Reaction SMILES: [N+:1]([C:4]1[CH:15]=[C:14]([N+:16]([O-])=O)[C:13]([F:19])=[CH:12][C:5]=1[O:6][CH2:7][C:8](OC)=[O:9])([O-])=O>C(O)(=O)C.CCOC(C)=O.[Fe]>[NH2:16][C:14]1[C:13]([F:19])=[CH:12][C:5]2[O:6][CH2:7][C:8](=[O:9])[NH:1][C:4]=2[CH:15]=1. Procedure details: To a suspension of 12.2 g (0.22 mol) of iron powder in 100 ml of 5% aqueous acetic acid was added dropwise a solution of 10.0 g (36.5 mmol) of methyl 2,4-dinitro-5-fluorophenoxyacetate in 100 ml of EtOAc and 100 ml of glacial acetic acid. The reaction mixture was stirred at room temperature for 18 hours. The iron was removed by suction filtration through a small pad of Celite® and the filter pad was rinsed with 50 ml of EtOAc. The filtrate was transferred to a separatory funnel and the phases we... The reactants are C(C)OC1=NC2=C3C(=CC=C2C(=C1)OC1CC2C(N(CCCCC=CC4CC4(NC(C2C1)=O)C(=O)O)C)=O)OCC3 (17-[2-ethoxy-8,9-dihydrofuro[2,3-h]quinolin-4-yloxy]-13-methyl-2,14-dioxo-3,13-diazatricyclo[13.3.0.04,6]octadec-7-ene-4-carboxylic acid), C(C)OC1=NC2=C(C(=CC=C2C(=C1)OC1CC2C(N(CCCCC=CC3CC3(NC(C2C1)=O)C(=O)NS(=O)(=O)C1CC1)C)=O)OC)C (N-[17-[2-ethoxy-7-methoxy-8-methylquinolin-4-yloxy]-13-methyl-2,14-dioxo-3,13-diazatricyclo[13.3.0.04,6]octadec-7-ene-4-carbonyl](cyclo-propyl)sulfonamide). Product: C(C)OC1=NC2=C3C(=CC=C2C(=C1)OC1CC2C(N(CCCCC=CC4CC4(NC(C2C1)=O)C(=O)NS(=O)(=O)C1CC1)C)=O)OCC3 (N-[17-[2-ethoxy-8,9-dihydrofuro[2,3-h]quinolin-4-yloxy]-13-methyl-2,14-dioxo-3,13-diazatricyclo[13.3.0.04,6]octadec-7-ene-4-carbonyl](cyclo-propyl)sulfonamide). Reaction SMILES: C(OC1C=C(OC2CC3C(C(=O)N(C)CCCCC=CC4C(C(O)=O)(NC3=O)C4)C2)C2C(=C3CCOC3=CC=2)N=1)C.[CH2:42]([O:44][C:45]1[CH:54]=[C:53]([O:55][CH:56]2[CH2:73][CH:72]3[CH:58]([C:59](=[O:85])[N:60]([CH3:84])[CH2:61][CH2:62][CH2:63][CH2:64][CH:65]=[CH:66][CH:67]4[C:69]([C:75]([NH:77][S:78]([CH:81]5[CH2:83][CH2:82]5)(=[O:80])=[O:79])=[O:76])([NH:70][C:71]3=[O:74])[CH2:68]4)[CH2:57]2)[C:52]2[C:47](=[C:48]([CH3:88])[C:49]([O:86][CH3:87])=[CH:50][CH:51]=2)[N:46]=1)[CH3:43]>>[CH2:42]([O:44][C:45]1[CH:54]=[C:53]([O:55][CH:56]2[CH2:73][CH:72]3[CH:58]([C:59](=[O:85])[N:60]([CH3:84])[CH2:61][CH2:62][CH2:63][CH2:64][CH:65]=[CH:66][CH:67]4[C:69]([C:75]([NH:77][S:78]([CH:81]5[CH2:83][CH2:82]5)(=[O:79])=[O:80])=[O:76])([NH:70][C:71]3=[O:74])[CH2:68]4)[CH2:57]2)[C:52]2[C:47](=[C:48]3[CH2:88][CH2:87][O:86][C:49]3=[CH:50][CH:51]=2)[N:46]=1)[CH3:43]. Procedure details: The title compound (9) was prepared from 17-[2-ethoxy-8,9-dihydrofuro[2,3-h]-quinolin-4-yloxy]-13-methyl-2,14-dioxo-3,13-diazatricyclo[13.3.0.04,6]octadec-7-ene-4-carboxylic acid (8) following the procedure reported for synthesis of N-[17-[2-ethoxy-7-methoxy-8-methylquinolin-4-yloxy]-13-methyl-2,14-dioxo-3,13-diazatricyclo[13.3.0.04,6]octadec-7-ene-4-carbonyl](cyclopropyl)sulfonamide (3): m/z=667 (M+H)+. The reactants are CCC=O, O=C(Nc1ccc(Cl)cn1)c1ccccc1NC(=O)C1CCNCC1, O=C(O)C(F)(F)F. Yields the product CCCN1CCC(C(=O)Nc2ccccc2C(=O)Nc2ccc(Cl)cn2)CC1. As a reaction SMILES: [CH:33]([CH2:34][CH3:35])=[O:36].[Cl:8][c:9]1[cH:10][cH:11][c:12]([NH:15][C:16]([c:17]2[c:18]([NH:23][C:24](=[O:25])[CH:26]3[CH2:27][CH2:28][NH:29][CH2:30][CH2:31]3)[cH:19][cH:20][cH:21][cH:22]2)=[O:32])[n:13][cH:14]1.[F:1][C:2]([F:3])([F:4])[C:5]([OH:6])=[O:7]>>[Cl:8][c:9]1[cH:10][cH:11][c:12]([NH:15][C:16]([c:17]2[c:18]([NH:23][C:24](=[O:25])[CH:26]3[CH2:27][CH2:28][N:29]([CH2:33][CH2:34][CH3:35])[CH2:30][CH2:31]3)[cH:19][cH:20][cH:21][cH:22]2)=[O:32])[n:13][cH:14]1.